This data is from the Open Reaction Database (ORD), a public repository of structured organic reaction records. The task is: describe an organic reaction: reactants, conditions, products, and yield Starting materials: C#CCO, CC[N+](CC)(CC)Cc1ccccc1, CSc1nccc(Cl)n1, [Cl-], [Na+], [OH-], O, c1ccccc1. Yields the product C#CCOc1ccnc(SC)n1. RXN SMILES: [CH2:12]([C:13]#[CH:14])[OH:15].[CH2:24]([N+:25]([CH2:26][CH3:27])([CH2:28][CH3:29])[CH2:30][c:31]1[cH:32][cH:33][cH:34][cH:35][cH:36]1)[CH3:37].[CH3:1][S:2][c:3]1[n:4][cH:5][cH:6][c:7]([Cl:9])[n:8]1.[Cl-:23].[Na+:11].[OH-:10].[OH2:16].[cH:17]1[cH:18][cH:19][cH:20][cH:21][cH:22]1>>[CH3:1][S:2][c:3]1[n:4][cH:5][cH:6][c:7]([O:15][CH2:12][C:13]#[CH:14])[n:8]1.